This data is from the Open Reaction Database (ORD), a public repository of structured organic reaction records. The task is: describe an organic reaction: reactants, conditions, products, and yield Starting materials: CC(O)(c1ccc(N2CCN(Cc3ccccc3)CC2Cc2ccccc2)cc1)C(F)(F)F, CCO. Yields the product CC(O)(c1ccc(N2CCNCC2Cc2ccccc2)cc1)C(F)(F)F. Reaction SMILES: [CH2:1]([c:2]1[cH:3][cH:4][cH:5][cH:6][cH:7]1)[CH:8]1[N:9]([c:21]2[cH:22][cH:23][c:24]([C:27]([C:28]([F:29])([F:30])[F:31])([CH3:32])[OH:33])[cH:25][cH:26]2)[CH2:10][CH2:11][N:12]([CH2:14][c:15]2[cH:16][cH:17][cH:18][cH:19][cH:20]2)[CH2:13]1.[CH3:34][CH2:35][OH:36]>>[CH2:1]([c:2]1[cH:3][cH:4][cH:5][cH:6][cH:7]1)[CH:8]1[N:9]([c:21]2[cH:22][cH:23][c:24]([C:27]([C:28]([F:29])([F:30])[F:31])([CH3:32])[OH:33])[cH:25][cH:26]2)[CH2:10][CH2:11][NH:12][CH2:13]1. The reactants are c1ccc(CNCc2ccccc2)cc1, Clc1nc2ccccc2[nH]1. Yields the product c1ccc(CN(Cc2ccccc2)c2nc3ccccc3[nH]2)cc1. Reaction SMILES: [CH2:11]([c:12]1[cH:13][cH:14][cH:15][cH:16][cH:17]1)[NH:18][CH2:19][c:20]1[cH:21][cH:22][cH:23][cH:24][cH:25]1.[Cl:1][c:2]1[n:3][c:4]2[c:5]([nH:6]1)[cH:7][cH:8][cH:9][cH:10]2>>[c:2]1([N:18]([CH2:11][c:12]2[cH:13][cH:14][cH:15][cH:16][cH:17]2)[CH2:19][c:20]2[cH:21][cH:22][cH:23][cH:24][cH:25]2)[n:3][c:4]2[c:5]([nH:6]1)[cH:7][cH:8][cH:9][cH:10]2. Starting materials: BrC1=CC=C(C=C1)C(CC(=O)C1=CC(=NC=C1)C)C1=C(C=CC=C1)C (3-(4-bromo-phenyl)-1-(2-methyl-pyridin-4-yl)-3-o-tolyl-propan-1-one), FC=1C=C(C=CC1C(=O)OC)B(O)O (3-fluoro-4-methoxycarbonylphenyl boronic acid). Yields the product COC(=O)C1=C(C=C(C=C1)C1=CC=C(C=C1)C(CC(=O)C1=CC(=NC=C1)C)C1=C(C=CC=C1)C)F (3-Fluoro-4′-[3-(2-methyl-pyridin-4-yl)-3-oxo-1-o-tolyl-propyl]-biphenyl-4-carboxylic acid methyl ester). As a reaction SMILES: Br[C:2]1[CH:7]=[CH:6][C:5]([CH:8]([C:19]2[CH:24]=[CH:23][CH:22]=[CH:21][C:20]=2[CH3:25])[CH2:9][C:10]([C:12]2[CH:17]=[CH:16][N:15]=[C:14]([CH3:18])[CH:13]=2)=[O:11])=[CH:4][CH:3]=1.[F:26][C:27]1[CH:28]=[C:29](B(O)O)[CH:30]=[CH:31][C:32]=1[C:33]([O:35][CH3:36])=[O:34]>>[CH3:36][O:35][C:33]([C:32]1[CH:31]=[CH:30][C:29]([C:2]2[CH:3]=[CH:4][C:5]([CH:8]([C:19]3[CH:24]=[CH:23][CH:22]=[CH:21][C:20]=3[CH3:25])[CH2:9][C:10]([C:12]3[CH:17]=[CH:16][N:15]=[C:14]([CH3:18])[CH:13]=3)=[O:11])=[CH:6][CH:7]=2)=[CH:28][C:27]=1[F:26])=[O:34]. Procedure: In analogy to example 74, step 6, from 3-(4-bromo-phenyl)-1-(2-methyl-pyridin-4-yl)-3-o-tolyl-propan-1-one and 3-fluoro-4-methoxycarbonylphenyl boronic acid was prepared the title compound as a yellow oil, MS (ESI+): m/z=468.1977 ([M+H]+). The reactants are [OH-].[Na+] (sodium hydroxide), C(C)(=O)OC=C (vinyl acetate), COC(C(=O)O)(C)C (2-methoxy-2-methylpropanoic acid), mercuric acetate, [OH-].[K+] (potassium hydroxide), C(C)(=O)OC=C (vinyl acetate). Reagents/catalysts: C(C)(=O)[O-].[Pd+2].C(C)(=O)[O-] (palladium acetate). Reaction conditions: time 4 hour. The product is C(=C)OC(C(C)(C)OC)=O (2-Methoxy-2-methylpropanoic Acid Ethenyl Ester). RXN SMILES: [CH3:1][O:2][C:3]([CH3:8])([CH3:7])[C:4]([OH:6])=[O:5].[OH-].[K+].[OH-].[Na+].[C:13](OC=C)(=O)[CH3:14]>C([O-])(=O)C.[Pd+2].C([O-])(=O)C>[CH:13]([O:5][C:4](=[O:6])[C:3]([O:2][CH3:1])([CH3:8])[CH3:7])=[CH2:14] |f:1.2,3.4,6.7.8|. Reported procedure: A mixture of 2-methoxy-2-methylpropanoic acid (5.9 g), vinyl acetate (5 ml), mercuric acetate (172 mg), palladium acetate (27 mg) and potassium hydroxide (225 mg) was stirred under nitrogen at ca 50° for 4 hours. More vinyl acetate (10 ml) was added and the reaction was allowed to proceed for a further 181/2 hours. The mixture was cooled to 2° and N aqueous sodium hydroxide (45 ml) was added. The layers were separated and the aqueous layer was extracted with ether (50 ml). The combined organic l... Starting materials: C(CCC)OC1=C(N(C(C2=CC=C(C=C12)C=1SC(=C(N1)C)C(=O)OCC)=O)CC(C)C)CNC(=O)OC(C)(C)C (ethyl 2-(4-butoxy-3-{[(tert-butoxycarbonyl)amino]methyl}-2-isobutyl-1-oxo-1,2-dihydro-6-isoquinolinyl)-4-methyl-1,3-thiazole-5-carboxylate), [OH-].[Na+] (sodium hydroxide), Cl (hydrochloric acid), O (water). The solvent is O1CCCC1 (tetrahydrofuran), C(C)O (ethanol). Conditions: time 1 hour. The product is C(CCC)OC1=C(N(C(C2=CC=C(C=C12)C=1SC(=C(N1)C)C(=O)O)=O)CC(C)C)CNC(=O)OC(C)(C)C (2-(4-butoxy-3-{[(tert-butoxycarbonyl)amino]methyl}-2-isobutyl-1-oxo-1,2-dihydro-6-isoquinolinyl)-4-methyl-1,3-thiazole-5-carboxylic acid). The yield is 89.7%. RXN SMILES: [CH2:1]([O:5][C:6]1[C:15]2[C:10](=[CH:11][CH:12]=[C:13]([C:16]3[S:17][C:18]([C:22]([O:24]CC)=[O:23])=[C:19]([CH3:21])[N:20]=3)[CH:14]=2)[C:9](=[O:27])[N:8]([CH2:28][CH:29]([CH3:31])[CH3:30])[C:7]=1[CH2:32][NH:33][C:34]([O:36][C:37]([CH3:40])([CH3:39])[CH3:38])=[O:35])[CH2:2][CH2:3][CH3:4].[OH-].[Na+].O.Cl>O1CCCC1.C(O)C>[CH2:1]([O:5][C:6]1[C:15]2[C:10](=[CH:11][CH:12]=[C:13]([C:16]3[S:17][C:18]([C:22]([OH:24])=[O:23])=[C:19]([CH3:21])[N:20]=3)[CH:14]=2)[C:9](=[O:27])[N:8]([CH2:28][CH:29]([CH3:31])[CH3:30])[C:7]=1[CH2:32][NH:33][C:34]([O:36][C:37]([CH3:40])([CH3:39])[CH3:38])=[O:35])[CH2:2][CH2:3][CH3:4] |f:1.2|. Reported procedure: To a solution of ethyl 2-(4-butoxy-3-{[(tert-butoxycarbonyl)amino]methyl}-2-isobutyl-1-oxo-1,2-dihydro-6-isoquinolinyl)-4-methyl-1,3-thiazole-5-carboxylate (0.91 g, 1.6 mmol) in tetrahydrofuran (5 ml) and ethanol (5 ml) was added 1N sodium hydroxide solution (3 ml). The resulting mixture was stirred at room temperature for 1 h. The reaction mixture was poured into water, acidified with 1N hydrochloric acid and extracted with ethyl acetate. The extract was washed with brine, dried over anhydrous ... The reactants are O=C1CCC(=O)N1Br, O=C(OOC(=O)c1ccccc1)c1ccccc1, ClC(Cl)(Cl)Cl, CCOC(=O)c1cccc(C)n1. The product is CCOC(=O)c1cccc(CBr)n1. RXN SMILES: [Br:1][N:2]1[C:3](=[O:4])[CH2:5][CH2:6][C:7]1=[O:8].[C:21]([O:22][O:23][C:24](=[O:25])[c:26]1[cH:27][cH:28][cH:29][cH:30][cH:31]1)(=[O:32])[c:33]1[cH:34][cH:35][cH:36][cH:37][cH:38]1.[C:39]([Cl:40])([Cl:41])([Cl:42])[Cl:43].[CH2:9]([CH3:10])[O:11][C:12](=[O:13])[c:14]1[n:15][c:16]([CH3:20])[cH:17][cH:18][cH:19]1>>[Br:1][CH2:20][c:16]1[n:15][c:14]([C:12]([O:11][CH2:9][CH3:10])=[O:13])[cH:19][cH:18][cH:17]1.